Dataset: the Open Reaction Database (ORD), a public repository of structured organic reaction records. Task: describe an organic reaction: reactants, conditions, products, and yield Reactants: COc1cc2nccc(Oc3cc4ccccc4nc3Br)c2cc1OC, O=C([O-])[O-], CN(C)C=O, [K+], [K+], OB(O)c1ccncc1. Product: COc1cc2nccc(Oc3cc4ccccc4nc3-c3ccncc3)c2cc1OC. Reaction SMILES: [Br:1][c:2]1[n:3][c:4]2[cH:5][cH:6][cH:7][cH:8][c:9]2[cH:10][c:11]1[O:12][c:13]1[cH:14][cH:15][n:16][c:17]2[cH:18][c:19]([O:25][CH3:26])[c:20]([O:23][CH3:24])[cH:21][c:22]12.[C:36](=[O:37])([O-:38])[O-:39].[CH3:42][N:43]([CH3:44])[CH:45]=[O:46].[K+:40].[K+:41].[n:27]1[cH:28][cH:29][c:30]([B:33]([OH:34])[OH:35])[cH:31][cH:32]1>>[c:2]1(-[c:30]2[cH:29][cH:28][n:27][cH:32][cH:31]2)[n:3][c:4]2[cH:5][cH:6][cH:7][cH:8][c:9]2[cH:10][c:11]1[O:12][c:13]1[cH:14][cH:15][n:16][c:17]2[cH:18][c:19]([O:25][CH3:26])[c:20]([O:23][CH3:24])[cH:21][c:22]12. Reactants: COCOc1ccc(CCNC(=O)CC#N)cc1, C1CCNCC1, CCO, O=Cc1cccnc1. Product: COCOc1ccc(CCNC(=O)C(C#N)=Cc2cccnc2)cc1. Reaction SMILES: [C:15](#[N:16])[CH2:17][C:18](=[O:19])[NH:20][CH2:21][CH2:22][c:23]1[cH:24][cH:25][c:26]([O:29][CH2:30][O:31][CH3:32])[cH:27][cH:28]1.[CH2:9]1[CH2:10][CH2:11][NH:12][CH2:13][CH2:14]1.[CH3:33][CH2:34][OH:35].[n:1]1[cH:2][c:3]([CH:7]=[O:8])[cH:4][cH:5][cH:6]1>>[n:1]1[cH:2][c:3]([CH:7]=[C:17]([C:15]#[N:16])[C:18](=[O:19])[NH:20][CH2:21][CH2:22][c:23]2[cH:24][cH:25][c:26]([O:29][CH2:30][O:31][CH3:32])[cH:27][cH:28]2)[cH:4][cH:5][cH:6]1. Starting materials: C1(=CC=CC=C1)C (toluene), C(C)N(C)C (EtNMe2), NC1=C(C=NC(=C1)CCC)NC(C)=O (N-(4-amino-6-propyl-pyridin-3-yl)-acetamide), C(C)N(C)C (EtNMe2), C(=O)([O-])[O-].[Na+].[Na+] (Na2CO3), C1(=CC=CC=C1)C (toluene), [AlH3] (AlH3), [AlH3] (AlH3). Run in C(Cl)Cl (CH2Cl2), C1CCOC1 (THF). Reaction conditions: time 4 hour. Product: C(C)NC=1C=NC(=CC1N)CCC (N3-ethyl-6-propyl-pyridine-3,4-diamine). As a reaction SMILES: [NH2:1][C:2]1[CH:7]=[C:6]([CH2:8][CH2:9][CH3:10])[N:5]=[CH:4][C:3]=1[NH:11][C:12](=O)[CH3:13].C(N(C)C)C.[AlH3].C1(C)C=CC=CC=1.C([O-])([O-])=O.[Na+].[Na+]>C1COCC1.C(Cl)Cl>[CH2:12]([NH:11][C:3]1[CH:4]=[N:5][C:6]([CH2:8][CH2:9][CH3:10])=[CH:7][C:2]=1[NH2:1])[CH3:13] |f:4.5.6|. Procedure details: A solution of the crude N-(4-amino-6-propyl-pyridin-3-yl)-acetamide (114 mg, 0.59 mmol) in THF (2.5 mL) at 0° C. under N2 is treated with 0.5 M EtNMe2.AlH3 in toluene (2.4 mL, 1.18 mmol). The reaction mixture is stirred for 4 h while slowly warming to rt, whereupon it is treated with additional 0.5 M EtNMe2.AlH3 in toluene (2.4 mL, 1.18 mmol). After stirring at room temperature overnight, the reaction mixture is cooled to 0° C. and treated with moist Na2CO3. The mixture is diluted with CH2Cl2 an... The reactants are ClC1=CC=C(C=C1)C1=NN(C(N1CC=1C=C(C=CC1)C(=O)OC)=O)CC1=NN=C(N1)CC1=C(C=CC=C1)C(F)(F)F (Methyl 3-{[3-(4-chlorophenyl)-5-oxo-1-({5-[2-(trifluoromethyl)benzyl]-4H-1,2,4-triazol-3-yl}-methyl)-1,5-dihydro-4H-1,2,4-triazol-4-yl]methyl}benzenecarboxylate), [OH-].[Na+] (sodium hydroxide), Cl (hydrochloric acid). Solvent: C(C)O (ethanol). Run at temperature 50 celsius, time 4 hour. Yields the product ClC1=CC=C(C=C1)C1=NN(C(N1CC=1C=C(C=CC1)C(=O)O)=O)CC1=NN=C(N1)CC1=C(C=CC=C1)C(F)(F)F (3-{[3-(4-Chlorophenyl)-5-oxo-1-({5-[2-(trifluoromethyl)benzyl]-4H-1,2,4-triazol-3-yl}methyl)-1,5-dihydro-4H-1,2,4-triazol-4-yl]methyl}benzenecarboxylic acid). As a reaction SMILES: [Cl:1][C:2]1[CH:7]=[CH:6][C:5]([C:8]2[N:12]([CH2:13][C:14]3[CH:15]=[C:16]([C:20]([O:22]C)=[O:21])[CH:17]=[CH:18][CH:19]=3)[C:11](=[O:24])[N:10]([CH2:25][C:26]3[NH:30][C:29]([CH2:31][C:32]4[CH:37]=[CH:36][CH:35]=[CH:34][C:33]=4[C:38]([F:41])([F:40])[F:39])=[N:28][N:27]=3)[N:9]=2)=[CH:4][CH:3]=1.[OH-].[Na+].Cl>C(O)C>[Cl:1][C:2]1[CH:3]=[CH:4][C:5]([C:8]2[N:12]([CH2:13][C:14]3[CH:15]=[C:16]([C:20]([OH:22])=[O:21])[CH:17]=[CH:18][CH:19]=3)[C:11](=[O:24])[N:10]([CH2:25][C:26]3[NH:30][C:29]([CH2:31][C:32]4[CH:37]=[CH:36][CH:35]=[CH:34][C:33]=4[C:38]([F:39])([F:40])[F:41])=[N:28][N:27]=3)[N:9]=2)=[CH:6][CH:7]=1 |f:1.2|. Procedure details: 62 mg (0.11 mmol) of the compound from Example 28 were suspended in 1 ml of ethanol, and 213 μl (0.21 mmol) of 1 M aqueous sodium hydroxide solution were added. The mixture was stirred at 50° C. for 4 h. After cooling to RT, the reaction was neutralized with 215 μl of 1 M hydrochloric acid and concentrated under reduced pressure, and the residue was purified by chromatography [Method 19]. This gave 37 mg (61% of theory) of the target compound as a colorless foam. The reactants are ClC=1C=C(C=CC1Cl)N1N=C(C(C1=O)C(=O)OCC)C (1-(3,4-dichlorophenyl)-3-methyl-4-carbethoxy-2-pyrazolin-5-one), ClC=1C=C(N)C=CC1Cl (3,4-dichloroaniline). The solvent is C=1(C(=CC=CC1)C)C (xylene). Yields the product ClC=1C=C(C=CC1Cl)N1N=C(C(C1=O)C(NC1=CC(=C(C=C1)Cl)Cl)=O)C (1-(3,4-dichlorophenyl)-3-methyl-4-(3,4-dichlorophenylcarbamoyl)-2-pyrazolin-5-one). Reaction SMILES: [Cl:1][C:2]1[CH:3]=[C:4]([N:9]2[C:13](=[O:14])[CH:12]([C:15]([O:17]CC)=O)[C:11]([CH3:20])=[N:10]2)[CH:5]=[CH:6][C:7]=1[Cl:8].[Cl:21][C:22]1[CH:23]=[C:24]([CH:26]=[CH:27][C:28]=1[Cl:29])[NH2:25]>C1(C)C(C)=CC=CC=1>[Cl:1][C:2]1[CH:3]=[C:4]([N:9]2[C:13](=[O:14])[CH:12]([C:15](=[O:17])[NH:25][C:24]3[CH:26]=[CH:27][C:28]([Cl:29])=[C:22]([Cl:21])[CH:23]=3)[C:11]([CH3:20])=[N:10]2)[CH:5]=[CH:6][C:7]=1[Cl:8]. Procedure: The mixture of 0.6 g of 1-(3,4-dichlorophenyl)-3-methyl-4-carbethoxy-2-pyrazolin-5-one, 0.31 g of 3,4-dichloroaniline and 40 ml of xylene is distilled for a few minutes, refluxed 20 minutes and distilled again a few minutes. The cooled solution deposits crystals, which are collected, washed with benzene and recrystallized from ethyl acetate to yield the 1-(3,4-dichlorophenyl)-3-methyl-4-(3,4-dichlorophenylcarbamoyl)-2-pyrazolin-5-one, melting at 255°-257° (dec.). The reactants are ClC=1C=C(C=CC1F)C1=CC=C(C=C1)C[C@H](C(N(C)OC)=O)NC(=O)C=1C=C(C=CC1OC)C1=CC=C(C=C1)C(F)(F)F (4-Methoxy-4′-trifluoromethyl-biphenyl-3-carboxylic acid [2-(3′-chloro-4′-fluoro-biphenyl-4-yl)-1-(R)-(methoxy-methyl-carbamoyl)-ethyl]-amide), C[Mg]Br (methyl magnesium bromide). The solvent is C1CCOC1 (THF). Run at time 6 hour. Yields the product ClC=1C=C(C=CC1F)C1=CC=C(C=C1)C[C@H](C(C)=O)NC(=O)C=1C=C(C=CC1OC)C1=CC=C(C=C1)C(F)(F)F (4-Methoxy-4′-trifluoromethyl-biphenyl-3-carboxylic acid [1-(R)-(3′-chloro-4′-fluoro-biphenyl-4-ylmethyl)-2-oxo-propyl]-amide). RXN SMILES: [Cl:1][C:2]1[CH:3]=[C:4]([C:9]2[CH:14]=[CH:13][C:12]([CH2:15][C@@H:16]([NH:23][C:24]([C:26]3[CH:27]=[C:28]([C:34]4[CH:39]=[CH:38][C:37]([C:40]([F:43])([F:42])[F:41])=[CH:36][CH:35]=4)[CH:29]=[CH:30][C:31]=3[O:32][CH3:33])=[O:25])[C:17](=[O:22])N(OC)C)=[CH:11][CH:10]=2)[CH:5]=[CH:6][C:7]=1[F:8].[CH3:44][Mg]Br>C1COCC1>[Cl:1][C:2]1[CH:3]=[C:4]([C:9]2[CH:14]=[CH:13][C:12]([CH2:15][C@@H:16]([NH:23][C:24]([C:26]3[CH:27]=[C:28]([C:34]4[CH:35]=[CH:36][C:37]([C:40]([F:41])([F:42])[F:43])=[CH:38][CH:39]=4)[CH:29]=[CH:30][C:31]=3[O:32][CH3:33])=[O:25])[C:17](=[O:22])[CH3:44])=[CH:11][CH:10]=2)[CH:5]=[CH:6][C:7]=1[F:8]. Reported procedure: To a solution of 4-Methoxy-4′-trifluoromethyl-biphenyl-3-carboxylic acid [2-(3′-chloro-4′-fluoro-biphenyl-4-yl)-1-(R)-(methoxy-methyl-carbamoyl)-ethyl]-amide (0.1 g, 0.162 mmol) in anhydrous THF (2 mL) was added methyl magnesium bromide [0.35 ml, 1.4M solution in Toluene/THF (75:25)] at 0° C. and allowed to come to room temperature and stirred for 6 h. Reaction was quenched with aq NH4Cl and extracted with EtOAc. Organic layer was washed with water, brine and dried over Na2SO4. Solvent was remov... Reactants: B, C=Cc1ccc(OCC(F)(F)F)c(-c2cc3c(cc2C)C(C)(C)CC(=O)N3CC)c1, C1CCOC1, CSC, [Na+], [OH-], OO. Product: CCN1C(=O)CC(C)(C)c2cc(C)c(-c3cc(CO)ccc3OCC(F)(F)F)cc21. RXN SMILES: [BH3:34].[CH2:1]([CH3:2])[N:3]1[C:4](=[O:30])[CH2:5][C:6]([CH3:28])([CH3:29])[c:7]2[cH:8][c:9]([CH3:27])[c:10](-[c:13]3[c:14]([O:21][CH2:22][C:23]([F:24])([F:25])[F:26])[cH:15][cH:16][c:17]([CH:19]=[CH2:20])[cH:18]3)[cH:11][c:12]21.[CH2:39]1[O:40][CH2:41][CH2:42][CH2:43]1.[CH3:31][S:32][CH3:33].[Na+:36].[OH-:35].[OH:37][OH:38]>>[CH2:1]([CH3:2])[N:3]1[C:4](=[O:30])[CH2:5][C:6]([CH3:28])([CH3:29])[c:7]2[cH:8][c:9]([CH3:27])[c:10](-[c:13]3[c:14]([O:21][CH2:22][C:23]([F:24])([F:25])[F:26])[cH:15][cH:16][c:17]([CH2:19][OH:35])[cH:18]3)[cH:11][c:12]21.